From a dataset of the Open Reaction Database (ORD), a public repository of structured organic reaction records. describe an organic reaction: reactants, conditions, products, and yield Reactants: C(C1=CC=CC=C1)OC=1C=C2C(CCOC2=CC1)=O (6-benzyloxy-4-chromanone), C(=O)(OC)C=1C=C(C=O)C=CC1 (3-carbomethoxybenzaldehyde), N1CCCC1 (pyrrolidine), O1CCCC1 (tetrahydrofuran). Run in CO (methanol). Conditions: time 8 hour. Yields the product C(C1=CC=CC=C1)OC=1C=C2C(C(COC2=CC1)=CC1=CC(=CC=C1)C(=O)OC)=O (6-Benzyloxy-3-(3-(methoxycarbonyl)benzylidene)-4-chromanone). The yield is 64.3%. As a reaction SMILES: [CH2:1]([O:8][C:9]1[CH:10]=[C:11]2[C:16](=[CH:17][CH:18]=1)[O:15][CH2:14][CH2:13][C:12]2=[O:19])[C:2]1[CH:7]=[CH:6][CH:5]=[CH:4][CH:3]=1.[C:20]([C:24]1[CH:25]=[C:26]([CH:29]=[CH:30][CH:31]=1)[CH:27]=O)([O:22][CH3:23])=[O:21].N1CCCC1.O1CCCC1>CO>[CH2:1]([O:8][C:9]1[CH:10]=[C:11]2[C:16](=[CH:17][CH:18]=1)[O:15][CH2:14][C:13](=[CH:27][C:26]1[CH:29]=[CH:30][CH:31]=[C:24]([C:20]([O:22][CH3:23])=[O:21])[CH:25]=1)[C:12]2=[O:19])[C:2]1[CH:3]=[CH:4][CH:5]=[CH:6][CH:7]=1. Procedure details: A mixture of 17 g of 6-benzyloxy-4-chromanone, 11.3 g of 3-carbomethoxybenzaldehyde, 14.4 g of pyrrolidine, 100 ml of tetrahydrofuran and 300 ml of methanol was stirred at room temperature overnight. The volatiles were evaporated in vacuo to afford the crude product, which was purified by column chromatography on silica gel eluting with dichloromethane. The product fractions were combined and concentrated to an oil which crystallized upon trituration with methanol to give 17.2 g of title product...